Dataset: the Open Reaction Database (ORD), a public repository of structured organic reaction records. Task: describe an organic reaction: reactants, conditions, products, and yield The reactants are O (water), aqueous solution, [OH-].[Na+] (sodium hydroxide), ice, C(C=C)C1=C(C(=CC=2C(=NOC21)C2=C(C=CC=C2)F)Cl)O (7-allyl-5-chloro-3-(2-fluorophenyl)-6-hydroxy-1,2-benzisoxazole), ClC1=CC(=CC=C1)C(=O)OO (m-chloroperbenzoic acid). Solvent: C(Cl)Cl (methylene chloride). Yields the product ClC=1C2=C(C3=C(C(=NO3)C3=C(C=CC=C3)F)C1)CC(O2)CO (5-chloro-7,8-dihydro-3-(2-fluorophenyl)furo[2,3-g]-1,2-benzisoxazole-7-methanol). The yield is 65.0%. As a reaction SMILES: [CH2:1]([C:4]1[C:12]2[O:11][N:10]=[C:9]([C:13]3[CH:18]=[CH:17][CH:16]=[CH:15][C:14]=3[F:19])[C:8]=2[CH:7]=[C:6]([Cl:20])[C:5]=1[OH:21])[CH:2]=[CH2:3].ClC1C=CC=C(C(OO)=[O:30])C=1.O.[OH-].[Na+]>C(Cl)Cl>[Cl:20][C:6]1[C:5]2[O:21][CH:2]([CH2:3][OH:30])[CH2:1][C:4]=2[C:12]2[O:11][N:10]=[C:9]([C:13]3[CH:18]=[CH:17][CH:16]=[CH:15][C:14]=3[F:19])[C:8]=2[CH:7]=1 |f:3.4|. Reported procedure: To the ice-cooled solution of 7-allyl-5-chloro-3-(2-fluorophenyl)-6-hydroxy-1,2-benzisoxazole (9.5 g) in methylene chloride (200 ml), m-chloroperbenzoic acid (16.4 g) was added in small portions under agitaiton, and the solution was subsequently refluxed for 3 hours. After cooling the solution, water and 100 ml of an aqueous solution of 2N sodium hydroxide were added and the mixture was subjected to extraction with methylene chloride. The methylene chloride layer was washed with water and dried.... Reactants: crude mixture, COC(C1=C(C=CC=C1)OCCN1CCC(CC1)C1=CN(C2=CC=CC=C12)CCOC1OCCCC1)=O (2-[2-(4-{1-[2-(tetrahydro-pyran-2-yloxy)-ethyl]-1H-indol-3-yl}-piperidin-1-yl)-ethoxy]-benzoic acid methyl ester), solution, Cl (hydrogen chloride). Run in CO (methyl alcohol), CO (methyl alcohol). Yields the product OCCN1C=C(C2=CC=CC=C12)C1CCN(CC1)CCOC1=C(C(=O)O)C=CC=C1 (2-(2-{4-[1-(2-hydroxy-ethyl)-1H-indol-3-yl]-piperidin-1-yl}-ethoxy)-benzoic acid). As a reaction SMILES: C[O:2][C:3](=[O:37])[C:4]1[CH:9]=[CH:8][CH:7]=[CH:6][C:5]=1[O:10][CH2:11][CH2:12][N:13]1[CH2:18][CH2:17][CH:16]([C:19]2[C:27]3[C:22](=[CH:23][CH:24]=[CH:25][CH:26]=3)[N:21]([CH2:28][CH2:29][O:30]C3CCCCO3)[CH:20]=2)[CH2:15][CH2:14]1.Cl>CO>[OH:30][CH2:29][CH2:28][N:21]1[C:22]2[C:27](=[CH:26][CH:25]=[CH:24][CH:23]=2)[C:19]([CH:16]2[CH2:15][CH2:14][N:13]([CH2:12][CH2:11][O:10][C:5]3[CH:6]=[CH:7][CH:8]=[CH:9][C:4]=3[C:3]([OH:37])=[O:2])[CH2:18][CH2:17]2)=[CH:20]1. Procedure details: To a solution of 0.7 g (1.4 mmol) of 2-[2-(4-{1-[2-(tetrahydro-pyran-2-yloxy)-ethyl]-1H-indol-3-yl}-piperidin-1-yl)-ethoxy]-benzoic acid methyl ester in 10 mL of methyl alcohol, 10 mL of a solution of methyl alcohol saturated with hydrogen chloride were added. The crude mixture was heated at 70° C. for 1 hour and the solvent was removed under reduced pressure. After addition of 20 mL of water, the crude mixture was neutralised with 2N NaOH and the aqueous phase was extracted with chloroform. Aft... The reactants are ClC(=O)OCC (ethyl chloroformate), NC1=C(C=CC=C1)SCC1=NOC=N1 (3-(2-aminophenylthiomethyl)-1,2,4-oxadiazole). Solvent: C1=CC=CC=C1 (benzene), C1=CC=CC=C1 (benzene). Conditions: time 2 day. Product: C(C)OC(=O)NC1=C(C=CC=C1)SCC1=NOC=N1 (3-(2-ethoxycarbonylaminophenylthiomethyl)-1,2,4-oxadiazole). Reaction SMILES: Cl[C:2]([O:4][CH2:5][CH3:6])=[O:3].[NH2:7][C:8]1[CH:13]=[CH:12][CH:11]=[CH:10][C:9]=1[S:14][CH2:15][C:16]1[N:20]=[CH:19][O:18][N:17]=1>C1C=CC=CC=1>[CH2:5]([O:4][C:2]([NH:7][C:8]1[CH:13]=[CH:12][CH:11]=[CH:10][C:9]=1[S:14][CH2:15][C:16]1[N:20]=[CH:19][O:18][N:17]=1)=[O:3])[CH3:6]. Procedure: A solution of ethyl chloroformate (0.55 g) in benzene (10 ml) was added dropwise to a solution of 3-(2-aminophenylthiomethyl)-1,2,4-oxadiazole (2.07 g) in benzene (10 ml). The reaction mixture was then stirred for 2 days, filtered and the filtrate evaporated under reduced pressure to give an oil which crystallised on standing. Re-crystallisation from isopropanol gave 3-(2-ethoxycarbonylaminophenylthiomethyl)-1,2,4-oxadiazole, m.p. 55°.